This data is from the Open Reaction Database (ORD), a public repository of structured organic reaction records. The task is: describe an organic reaction: reactants, conditions, products, and yield The reactants are ClCCl, O=C(O)C(F)(F)F, Cc1cc(CC(OC(=O)N2CCC(c3cc4ccccc4[nH]c3=O)CC2)c2nc(-c3ccc(F)cc3)no2)cc2cn(COCC[Si](C)(C)C)nc12. Yields the product Cc1cc(CC(OC(=O)N2CCC(c3cc4ccccc4[nH]c3=O)CC2)c2nc(-c3ccc(F)cc3)no2)cc2cn[nH]c12. As a reaction SMILES: [CH2:53]([Cl:54])[Cl:55].[F:56][C:57]([F:58])([F:59])[C:60]([OH:61])=[O:62].[O:1]=[c:2]1[nH:3][c:4]2[cH:5][cH:6][cH:7][cH:8][c:9]2[cH:10][c:11]1[CH:12]1[CH2:13][CH2:14][N:15]([C:18](=[O:19])[O:20][CH:21]([CH2:22][c:23]2[cH:24][c:25]3[cH:26][n:27]([CH2:33][O:34][CH2:35][CH2:36][Si:37]([CH3:38])([CH3:39])[CH3:40])[n:28][c:29]3[c:30]([CH3:32])[cH:31]2)[c:41]2[n:42][c:43](-[c:46]3[cH:47][cH:48][c:49]([F:52])[cH:50][cH:51]3)[n:44][o:45]2)[CH2:16][CH2:17]1>>[O:1]=[c:2]1[nH:3][c:4]2[cH:5][cH:6][cH:7][cH:8][c:9]2[cH:10][c:11]1[CH:12]1[CH2:13][CH2:14][N:15]([C:18](=[O:19])[O:20][CH:21]([CH2:22][c:23]2[cH:24][c:25]3[cH:26][n:27][nH:28][c:29]3[c:30]([CH3:32])[cH:31]2)[c:41]2[n:42][c:43](-[c:46]3[cH:47][cH:48][c:49]([F:52])[cH:50][cH:51]3)[n:44][o:45]2)[CH2:16][CH2:17]1.